This data is from the Open Reaction Database (ORD), a public repository of structured organic reaction records. The task is: describe an organic reaction: reactants, conditions, products, and yield Starting materials: CCC(CC)(c1ccc(C#CC2(O)CCCC2)c(C)c1)c1ccc(-c2cncc(CC(=O)OC)c2)c(C)c1, CO, [Cl-], [NH4+], [Na+], [OH-]. Yields the product CCC(CC)(c1ccc(C#CC2(O)CCCC2)c(C)c1)c1ccc(-c2cncc(CC(=O)O)c2)c(C)c1. As a reaction SMILES: [CH3:3][O:4][C:5]([CH2:6][c:7]1[cH:8][n:9][cH:10][c:11](-[c:13]2[c:14]([CH3:39])[cH:15][c:16]([C:19]([CH2:20][CH3:21])([c:22]3[cH:23][c:24]([CH3:36])[c:25]([C:28]#[C:29][C:30]4([OH:35])[CH2:31][CH2:32][CH2:33][CH2:34]4)[cH:26][cH:27]3)[CH2:37][CH3:38])[cH:17][cH:18]2)[cH:12]1)=[O:40].[CH3:43][OH:44].[Cl-:41].[NH4+:42].[Na+:2].[OH-:1]>>[O:4]=[C:5]([CH2:6][c:7]1[cH:8][n:9][cH:10][c:11](-[c:13]2[c:14]([CH3:39])[cH:15][c:16]([C:19]([CH2:20][CH3:21])([c:22]3[cH:23][c:24]([CH3:36])[c:25]([C:28]#[C:29][C:30]4([OH:35])[CH2:31][CH2:32][CH2:33][CH2:34]4)[cH:26][cH:27]3)[CH2:37][CH3:38])[cH:17][cH:18]2)[cH:12]1)[OH:40]. Reactants: C1CCOC1, CCOc1cc(C(=O)OC)cc(OCC)c1-c1cnn(C)c1, CO, Cl, [Na+], [OH-]. The product is CCOc1cc(C(=O)O)cc(OCC)c1-c1cnn(C)c1. Reaction SMILES: [CH2:26]1[O:27][CH2:28][CH2:29][CH2:30]1.[CH3:1][O:2][C:3]([c:4]1[cH:5][c:6]([O:19][CH2:20][CH3:21])[c:7](-[c:13]2[cH:14][n:15][n:16]([CH3:18])[cH:17]2)[c:8]([O:10][CH2:11][CH3:12])[cH:9]1)=[O:22].[CH3:24][OH:25].[ClH:23].[Na+:32].[OH-:31]>>[O:2]=[C:3]([c:4]1[cH:5][c:6]([O:19][CH2:20][CH3:21])[c:7](-[c:13]2[cH:14][n:15][n:16]([CH3:18])[cH:17]2)[c:8]([O:10][CH2:11][CH3:12])[cH:9]1)[OH:22]. Starting materials: [Si](C)(C)(C(C)(C)C)O[C@@H]1C[C@H](N(C1)C)C=O ((2S,4R)-4-(tert-butyl(dimethyl)silyl)oxy-1-methyl-pyrrolidine-2-carbaldehyde), C[Si](C)(C)[N-][Si](C)(C)C.[Li+] (lithium bis(trimethylsilyl)amide), C1(=CC=CC=C1)C (toluene), ClC=1C=C(C=CC1OCC1=NC=CC=C1)NC1=C(C=NC2=CC(=C(C=C12)NC(CP(=O)(OCC)OCC)=O)OCC)C#N (N-[4-[[3-chloro-4-(2-pyridylmethoxy)phenyl]amino]-3-cyano-7-ethoxy-6-quinolyl]-2-diethoxyphosphoryl-acetamide). As a reaction SMILES: [Cl:1][C:2]1[CH:3]=[C:4]([NH:16][C:17]2[C:26]3[C:21](=[CH:22][C:23]([O:39][CH2:40][CH3:41])=[C:24]([NH:27][C:28](=[O:38])[CH2:29]P(OCC)(OCC)=O)[CH:25]=3)[N:20]=[CH:19][C:18]=2[C:42]#[N:43])[CH:5]=[CH:6][C:7]=1[O:8][CH2:9][C:10]1[CH:15]=[CH:14][CH:13]=[CH:12][N:11]=1.C[Si]([N-][Si](C)(C)C)(C)C.[Li+].C1(C)C=CC=CC=1.[Si:61]([O:68][C@H:69]1[CH2:73][N:72]([CH3:74])[C@H:71]([CH:75]=O)[CH2:70]1)([C:64]([CH3:67])([CH3:66])[CH3:65])([CH3:63])[CH3:62]>O1CCCC1>[Si:61]([O:68][C@H:69]1[CH2:73][N:72]([CH3:74])[C@H:71](/[CH:75]=[CH:29]/[C:28]([NH:27][C:24]2[CH:25]=[C:26]3[C:21](=[CH:22][C:23]=2[O:39][CH2:40][CH3:41])[N:20]=[CH:19][C:18]([C:42]#[N:43])=[C:17]3[NH:16][C:4]2[CH:5]=[CH:6][C:7]([O:8][CH2:9][C:10]3[CH:15]=[CH:14][CH:13]=[CH:12][N:11]=3)=[C:2]([Cl:1])[CH:3]=2)=[O:38])[CH2:70]1)([C:64]([CH3:67])([CH3:66])[CH3:65])([CH3:62])[CH3:63] |f:1.2|. The yield is 61.1%. Procedure details: N-[4-[[3-Chloro-4-(2-pyridylmethoxy)phenyl]amino]-3-cyano-7-ethoxy-6-quinolyl]-2-diethoxyphosphoryl-acetamide 1d (418 mg, 0.67 mmol) was dissolved in 2.5 mL of tetrahydrofuran in a dry ice bath, followed by dropwise addition of a solution of lithium bis(trimethylsilyl)amide (1 M) in toluene (1 mL, 1 mmol). After the mixture was stirred for 45 minutes, a solution of (2S,4R)-4-(tert-butyl(dimethyl)silyl)oxy-1-methyl-pyrrolidine-2-carbaldehyde 3e (326 mg, 1.34 mmol) in 2.5 mL of tetrahydrofuran was... Reaction conditions: time 45 minute. Yields the product [Si](C)(C)(C(C)(C)C)O[C@@H]1C[C@H](N(C1)C)/C=C/C(=O)NC=1C=C2C(=C(C=NC2=CC1OCC)C#N)NC1=CC(=C(C=C1)OCC1=NC=CC=C1)Cl ((E)-3-[(2S,4R)-4-(tert-butyl(dimethyl)silyl)oxy-1-methyl-pyrrolidin-2-yl]-N-[4-[[3-chloro-4-(2-pyridylmethoxy)phenyl]amino]-3-cyano-7-ethoxy-6-quinolyl]prop-2-enamide). The solvent is O1CCCC1 (tetrahydrofuran), O1CCCC1 (tetrahydrofuran). Starting materials: CCN(C(C)C)C(C)C (iPr2NEt), ClC=1C=C2C(=NC1)N(C=C2C2=NC=C(C(=N2)S(=O)C)F)S(=O)(=O)C2=CC=C(C)C=C2 (5-chloro-3-(5-fluoro-4-(methylsulfinyl)pyrimidin-2-yl)-1-tosyl-1H-pyrrolo[2,3-b]pyridine), 1a, C(#N)[C@H]1C[C@H](CCC1)NC(OCC1=CC=CC=C1)=O (Benzyl N-[(1S,3R)-3-cyanocyclohexyl]carbamate). The reagents and catalysts are [OH-].[OH-].[Pd+2] (Pearlman's catalyst). The solvent is C1CCOC1 (THF). Run at temperature 45 celsius, time 135 minute. Yields the product ClC=1C=C2C(=NC1)N(C=C2C2=NC=C(C(=N2)N[C@@H]2C[C@@H](CCC2)C#N)F)S(=O)(=O)C2=CC=C(C)C=C2 ((1R,3S)-3-(2-(5-chloro-1-tosyl-1H-pyrrolo[2,3-b]pyridin-3-yl)-5-fluoropyrimidin-4-ylamino)cyclohexanecarbonitrile). RXN SMILES: [C:1]([C@@H:3]1[CH2:8][CH2:7][CH2:6][C@H:5]([NH:9][C:10](=O)OCC2C=CC=CC=2)[CH2:4]1)#[N:2].CCN(C(C)C)C(C)C.[Cl:29][C:30]1[CH:31]=[C:32]2[C:38]([C:39]3[N:44]=C(S(C)=O)[C:42]([F:48])=[CH:41][N:40]=3)=[CH:37][N:36]([S:49]([C:52]3[CH:58]=[CH:57][C:55]([CH3:56])=[CH:54][CH:53]=3)(=[O:51])=[O:50])[C:33]2=[N:34][CH:35]=1>C1COCC1.[OH-].[OH-].[Pd+2]>[Cl:29][C:30]1[CH:31]=[C:32]2[C:38]([C:39]3[N:44]=[C:10]([NH:9][C@H:5]4[CH2:6][CH2:7][CH2:8][C@@H:3]([C:1]#[N:2])[CH2:4]4)[C:42]([F:48])=[CH:41][N:40]=3)=[CH:37][N:36]([S:49]([C:52]3[CH:53]=[CH:54][C:55]([CH3:56])=[CH:57][CH:58]=3)(=[O:51])=[O:50])[C:33]2=[N:34][CH:35]=1 |f:4.5.6|. Procedure: Benzyl N-[(1S,3R)-3-cyanocyclohexyl]carbamate (0.26 g, 1.02 mmol) was dissolved in THF (15 mL) and treated with 0.13 g of 20% Pearlman's catalyst (50% wet by weight). The suspension was degassed with hydrogen for 2 min then placed under static hydrogen atmosphere. After 135 min, TLC showed no remaining starting material. The suspension was filtered through celite, washed with THF and degassed with nitrogen followed by the addition of iPr2NEt (0.21 mL, 1.23 mmol) and 5-chloro-3-(5-fluoro-4-(methy... Reactants: C1(=CC=CC=C1)OB(O)O (phenylboric acid), C1(=CC=CC=C1)C.C(C)O (toluene ethanol), C([O-])([O-])=O.[Na+].[Na+] (Sodium carbonate). The reagents and catalysts are [Br-].C(CCC)[N+](CCCC)(CCCC)CCCC (tetrabutylammonium bromide), C=1C=CC(=CC1)[P](C=2C=CC=CC2)(C=3C=CC=CC3)[Pd]([P](C=4C=CC=CC4)(C=5C=CC=CC5)C=6C=CC=CC6)([P](C=7C=CC=CC7)(C=8C=CC=CC8)C=9C=CC=CC9)[P](C=1C=CC=CC1)(C=1C=CC=CC1)C=1C=CC=CC1 (tetrakis(triphenylphosphine)palladium). Product: C1(=CC=CC=C1)C1=CC=C2C(COCC2=C1)=O (7-phenylisochroman-4-one). Yield: 70.0%. Reaction SMILES: [C:1]1(OB(O)O)[CH:6]=[CH:5][CH:4]=[CH:3][CH:2]=1.[C:11](=[O:14])([O-])[O-].[Na+].[Na+].[C:17]1([CH3:23])[CH:22]=[CH:21][CH:20]=[CH:19][CH:18]=1.[CH2:24]([OH:26])C>[Br-].C([N+](CCCC)(CCCC)CCCC)CCC.C1C=CC([P]([Pd]([P](C2C=CC=CC=2)(C2C=CC=CC=2)C2C=CC=CC=2)([P](C2C=CC=CC=2)(C2C=CC=CC=2)C2C=CC=CC=2)[P](C2C=CC=CC=2)(C2C=CC=CC=2)C2C=CC=CC=2)(C2C=CC=CC=2)C2C=CC=CC=2)=CC=1>[C:1]1([C:21]2[CH:22]=[C:17]3[C:18]([C:11](=[O:14])[CH2:24][O:26][CH2:23]3)=[CH:19][CH:20]=2)[CH:6]=[CH:5][CH:4]=[CH:3][CH:2]=1 |f:1.2.3,4.5,6.7,^1:48,50,69,88|. Reported procedure: Nitrogen gas was bubbled through a mixture of the product of part e (0.611 g, 27 mmol) and phenylboric acid (0.36 g, 29 mmol) in 5:2 toluene/ethanol(30 mL) for 4 hours. Sodium carbonate (0.57 g, 5.38 mmol) was added followed by tetrabutylammonium bromide (0.049 g, 0.13 mmol) and tetrakis(triphenylphosphine)palladium (0.012 g, 0.04 mmol). The solution was heated at reflux for 18 h, cooled to room temperature, and evaporated. The residue was taken up in water (50 mL) and extracted with ethyl aceta... The reactants are O=C1OC(=O)C2=C1CCC2, C1CCOC1, Cl, NC(=O)c1cccn1N. As a reaction SMILES: [C:10]12=[C:11]([CH2:12][CH2:13][CH2:14]1)[C:15](=[O:16])[O:17][C:18]2=[O:19].[CH2:21]1[O:22][CH2:23][CH2:24][CH2:25]1.[ClH:20].[NH2:1][n:2]1[c:3]([C:7](=[O:8])[NH2:9])[cH:4][cH:5][cH:6]1>>[NH:1]([n:2]1[c:3]([C:7](=[O:8])[NH2:9])[cH:4][cH:5][cH:6]1)[C:18]([C:10]1=[C:11]([C:15](=[O:16])[OH:17])[CH2:12][CH2:13][CH2:14]1)=[O:19]. Product: NC(=O)c1cccn1NC(=O)C1=C(C(=O)O)CCC1. Starting materials: [Cl-].[NH4+] (ammonium chloride), C[Mg]I (methylmagnesium iodide), C(C)OCC (diethyl ether), COC1=C(CCCC2=C1C=CC=C2)C(=O)OCC (ethyl 9-methoxy-6,7-dihydro-5H-benzocycloheptene-8-carboxylate). The solvent is O1CCCC1 (tetrahydrofuran). Reaction conditions: temperature -5 celsius, time 2 hour. The product is CC1=C(CCCC2=C1C=CC=C2)C(=O)OCC (ethyl 9-methyl-6,7-dihydro-5H-benzocycloheptene-8-carboxylate). As a reaction SMILES: CO[C:3]1[C:9]2[CH:10]=[CH:11][CH:12]=[CH:13][C:8]=2[CH2:7][CH2:6][CH2:5][C:4]=1[C:14]([O:16][CH2:17][CH3:18])=[O:15].[CH3:19][Mg]I.C(OCC)C.[Cl-].[NH4+]>O1CCCC1>[CH3:19][C:3]1[C:9]2[CH:10]=[CH:11][CH:12]=[CH:13][C:8]=2[CH2:7][CH2:6][CH2:5][C:4]=1[C:14]([O:16][CH2:17][CH3:18])=[O:15] |f:3.4|. Procedure details: A solution of ethyl 9-methoxy-6,7-dihydro-5H-benzocycloheptene-8-carboxylate (4.00 g, 16.2 mmol) in tetrahydrofuran (60 ml) was cooled to −10° C., and methylmagnesium iodide (a 2M diethyl ether solution 16.2 ml, 32.5 mmol) was added dropwise thereto. The reaction mixture was stirred at −5° C. for 2 hours, poured into a cold aqueous ammonium chloride solution and then extracted twice with ethyl acetate. The extract solution was washed with an aqueous sodium hydrogen-carbonate solution and a 5% aq... The reactants are CC(C)(C)OC(=O)N1CCc2c([nH]c(=O)c3ccccc23)C1, CCOC(C)=O, Cl, C1CCOC1. Yields the product O=c1[nH]c2c(c3ccccc13)CCNC2. As a reaction SMILES: [C:1]([O:2][C:3](=[O:4])[N:8]1[CH2:9][CH2:10][c:11]2[c:12]3[c:13]([c:14](=[O:18])[nH:15][c:16]2[CH2:17]1)[cH:19][cH:20][cH:21][cH:22]3)([CH3:5])([CH3:6])[CH3:7].[C:23]([O:24][CH2:25][CH3:26])(=[O:27])[CH3:28].[ClH:29].[O:30]1[CH2:31][CH2:32][CH2:33][CH2:34]1>>[NH:8]1[CH2:9][CH2:10][c:11]2[c:12]3[c:13]([c:14](=[O:18])[nH:15][c:16]2[CH2:17]1)[cH:19][cH:20][cH:21][cH:22]3. Starting materials: C=CCC1(COCC[Si](C)(C)C)CC(c2cccc(Cl)c2)C(c2ccc(Cl)cc2)N(C(CC)CN(C)S(=O)(=O)C2CC2)C1=O, ClCCl, FB(F)F. The product is C=CCC1(CO)CC(c2cccc(Cl)c2)C(c2ccc(Cl)cc2)N(C(CC)CN(C)S(=O)(=O)C2CC2)C1=O. RXN SMILES: [CH2:1]([CH:2]=[CH2:3])[C:4]1([CH2:37][O:38][CH2:39][CH2:40][Si:41]([CH3:42])([CH3:43])[CH3:44])[C:5](=[O:36])[N:6]([CH:24]([CH2:25][N:26]([S:27](=[O:28])(=[O:29])[CH:30]2[CH2:31][CH2:32]2)[CH3:33])[CH2:34][CH3:35])[CH:7]([c:17]2[cH:18][cH:19][c:20]([Cl:23])[cH:21][cH:22]2)[CH:8]([c:10]2[cH:11][c:12]([Cl:16])[cH:13][cH:14][cH:15]2)[CH2:9]1.[Cl:49][CH2:50][Cl:51].[F:45][B:46]([F:47])[F:48]>>[CH2:1]([CH:2]=[CH2:3])[C:4]1([CH2:37][OH:38])[C:5](=[O:36])[N:6]([CH:24]([CH2:25][N:26]([S:27](=[O:28])(=[O:29])[CH:30]2[CH2:31][CH2:32]2)[CH3:33])[CH2:34][CH3:35])[CH:7]([c:17]2[cH:18][cH:19][c:20]([Cl:23])[cH:21][cH:22]2)[CH:8]([c:10]2[cH:11][c:12]([Cl:16])[cH:13][cH:14][cH:15]2)[CH2:9]1.